Dataset: the Open Reaction Database (ORD), a public repository of structured organic reaction records. Task: describe an organic reaction: reactants, conditions, products, and yield The reactants are ClC=1C(=NOC1C=1C=NC=CC1)O (4-Chloro-3-hydroxy-5-(3-pyridyl)isoxazole), C(C)(C)(C)OC(=O)NCCO (2-(N-tert-butoxycarbonylamino)ethanol). Yields the product C(C)(C)(C)OC(=O)NCCOC1=NOC(=C1Cl)C=1C=NC=CC1 (3-(2-(N-tert-Butoxycarbonylamino)ethoxy)-4-chloro-5-(3-pyridyl)isoxazole). Yield: 64.0%. Reaction SMILES: [Cl:1][C:2]1[C:3]([OH:13])=[N:4][O:5][C:6]=1[C:7]1[CH:8]=[N:9][CH:10]=[CH:11][CH:12]=1.[C:14]([O:18][C:19]([NH:21][CH2:22][CH2:23]O)=[O:20])([CH3:17])([CH3:16])[CH3:15]>>[C:14]([O:18][C:19]([NH:21][CH2:22][CH2:23][O:13][C:3]1[C:2]([Cl:1])=[C:6]([C:7]2[CH:8]=[N:9][CH:10]=[CH:11][CH:12]=2)[O:5][N:4]=1)=[O:20])([CH3:17])([CH3:16])[CH3:15]. Procedure: 4-Chloro-3-hydroxy-5-(3-pyridyl)isoxazole (0.49 g) and 2-(N-tert-butoxycarbonylamino)ethanol (0.40 g) were subjected to reaction and post-treatment in a similar manner to that described in Example 1(a) to obtain the title compound (0.54 g, 63%) as colorless crystals. Starting materials: COC(=O)C=1C=CC2=C(SC(=C2)C(NOC(C2=CC=CC=C2)(C2=CC=CC=C2)C2=CC=CC=C2)=O)C1 (2-trityloxycarbamoyl-benzo[b]thiophene-6-carboxylic acid methyl ester), [OH-].[Na+] (NaOH), [OH-].[Na+] (NaOH), [OH-].[Na+] (NaOH). The solvent is C1CCOC1.CO (THF MeOH), CCOC(=O)C (EtOAc), O (H2O). Run at time 1.5 hour. Yields the product C(C1=CC=CC=C1)(C1=CC=CC=C1)(C1=CC=CC=C1)ONC(=O)C1=CC2=C(S1)C=C(C=C2)C(=O)O (2-Trityloxycarbamoyl-benzo[b]thiophene-6-carboxylic acid). As a reaction SMILES: C[O:2][C:3]([C:5]1[CH:6]=[CH:7][C:8]2[CH:12]=[C:11]([C:13](=[O:35])[NH:14][O:15][C:16]([C:29]3[CH:34]=[CH:33][CH:32]=[CH:31][CH:30]=3)([C:23]3[CH:28]=[CH:27][CH:26]=[CH:25][CH:24]=3)[C:17]3[CH:22]=[CH:21][CH:20]=[CH:19][CH:18]=3)[S:10][C:9]=2[CH:36]=1)=[O:4].[OH-].[Na+]>C1COCC1.CO.CCOC(C)=O.O>[C:16]([O:15][NH:14][C:13]([C:11]1[S:10][C:9]2[CH:36]=[C:5]([C:3]([OH:4])=[O:2])[CH:6]=[CH:7][C:8]=2[CH:12]=1)=[O:35])([C:17]1[CH:22]=[CH:21][CH:20]=[CH:19][CH:18]=1)([C:23]1[CH:24]=[CH:25][CH:26]=[CH:27][CH:28]=1)[C:29]1[CH:30]=[CH:31][CH:32]=[CH:33][CH:34]=1 |f:1.2,3.4|. Reported procedure: To a solution of 2-trityloxycarbamoyl-benzo[b]thiophene-6-carboxylic acid methyl ester (4.12 g, 8.35 mmol) in THF/MeOH (50/10 mL) was added 2 N NaOH (16 mL). After 1.5 h, added an additional 5 mL of 3 N NaOH. After another 1 h, added an additional 16 mL of 2 N NaOH, and stirred overnight. The solution was diluted with EtOAc (100 mL) and H2O (100 mL) and washed with EtOAc. The aqueous fractions were acidified with 5% citric acid, and extracted with EtOAc. The combined organic fractions were dried... The reactants are C(C)(=O)NC1=CC=C(C=C1)SCCCCOC=1C=CC2=C(C(OC(N2)=O)(C2CCCCC2)C2CCCCC2)C1 (6-[4-(4-acetamido-phenylmercapto)-butoxy]-4,4-dicyclohexyl-4H-3,1-benzoxazin-2-one), OO (hydrogen peroxide). Yields the product C(C)(=O)NC1=CC=C(C=C1)S(=O)CCCCOC=1C=CC2=C(C(OC(N2)=O)(C2CCCCC2)C2CCCCC2)C1 (6-[4-(4-Acetamido-phenylsulfinyl)-butoxy]-4,4-dicyclohexyl-4H-3,1-benzoxazin-2-one). Reaction SMILES: [C:1]([NH:4][C:5]1[CH:10]=[CH:9][C:8]([S:11][CH2:12][CH2:13][CH2:14][CH2:15][O:16][C:17]2[CH:18]=[CH:19][C:20]3[NH:25][C:24](=[O:26])[O:23][C:22]([CH:33]4[CH2:38][CH2:37][CH2:36][CH2:35][CH2:34]4)([CH:27]4[CH2:32][CH2:31][CH2:30][CH2:29][CH2:28]4)[C:21]=3[CH:39]=2)=[CH:7][CH:6]=1)(=[O:3])[CH3:2].[OH:40]O>>[C:1]([NH:4][C:5]1[CH:6]=[CH:7][C:8]([S:11]([CH2:12][CH2:13][CH2:14][CH2:15][O:16][C:17]2[CH:18]=[CH:19][C:20]3[NH:25][C:24](=[O:26])[O:23][C:22]([CH:33]4[CH2:38][CH2:37][CH2:36][CH2:35][CH2:34]4)([CH:27]4[CH2:28][CH2:29][CH2:30][CH2:31][CH2:32]4)[C:21]=3[CH:39]=2)=[O:40])=[CH:9][CH:10]=1)(=[O:3])[CH3:2]. Procedure details: Prepared analogously to Example 2 from 6-[4-(4-acetamido-phenylmercapto)-butoxy]-4,4-dicyclohexyl-4H-3,1-benzoxazin-2-one and hydrogen peroxide. Starting materials: N1(CCOCC1)C=1N=C(NC(C1)=O)CC(=O)[O-].[Na+] (sodium [4-(morpholin-4-yl)-6-oxo-1,6-dihydropyrimidin-2-yl]acetate), NC=1C=C(C=CC1)C#C (3-aminophenylacetylene). Yields the product C(#C)C=1C=C(C=CC1)NC(CC=1NC(C=C(N1)N1CCOCC1)=O)=O (N-(3-ethynylphenyl)-2-[4-(morpholin-4-yl)-6-oxo-1,6-dihydropyrimidin-2-yl]acetamide). The yield is 56.4%. As a reaction SMILES: [N:1]1([C:7]2[N:8]=[C:9]([CH2:14][C:15]([O-:17])=O)[NH:10][C:11](=[O:13])[CH:12]=2)[CH2:6][CH2:5][O:4][CH2:3][CH2:2]1.[Na+].[NH2:19][C:20]1[CH:21]=[C:22]([C:26]#[CH:27])[CH:23]=[CH:24][CH:25]=1>>[C:26]([C:22]1[CH:21]=[C:20]([NH:19][C:15](=[O:17])[CH2:14][C:9]2[NH:10][C:11](=[O:13])[CH:12]=[C:7]([N:1]3[CH2:2][CH2:3][O:4][CH2:5][CH2:6]3)[N:8]=2)[CH:25]=[CH:24][CH:23]=1)#[CH:27] |f:0.1|. Procedure details: The product is prepared according to the procedure described in Example 5, using 260 mg of sodium [4-(morpholin-4-yl)-6-oxo-1,6-dihydropyrimidin-2-yl]acetate and 201 mg of 3-aminophenylacetylene in place of the 2,4-difluoroaniline. 190 mg of N-(3-ethynylphenyl)-2-[4-(morpholin-4-yl)-6-oxo-1,6-dihydropyrimidin-2-yl]acetamide are obtained in the form of a white solid, the characteristics of which are the following: Starting materials: OC1=C(C=C(C2=CC=CC=C12)O)C(=O)O (1,4-dihydroxy-2-naphthoic acid), C(C)O (ethanol), Cl (hydrogen chloride). Product: OC(C)OC1=C(C=CC2=CC=CC=C12)C(=O)O (1-hydroxy-ethoxy-2-naphthoic acid). RXN SMILES: [OH:1][C:2]1[C:11]2[C:6](=[CH:7][CH:8]=[CH:9][CH:10]=2)[C:5](O)=[CH:4][C:3]=1[C:13]([OH:15])=[O:14].Cl.[CH2:17]([OH:19])[CH3:18]>>[OH:19][CH:17]([O:1][C:2]1[C:11]2[C:6](=[CH:7][CH:8]=[CH:9][CH:10]=2)[CH:5]=[CH:4][C:3]=1[C:13]([OH:15])=[O:14])[CH3:18]. Reported procedure: By refluxing an ethanol solution of 1,4-dihydroxy-2-naphthoic acid under heating and passing hydrogen chloride gas through the solution for 5 hours, 1-hydroxy-ethoxy-2-naphthoic acid having a melting point of 190-195° C was obtained.